Dataset: the Open Reaction Database (ORD), a public repository of structured organic reaction records. Task: describe an organic reaction: reactants, conditions, products, and yield Solvent: CN(C)C=O (DMF). The product is ClC=1C=C(C=CC1)N1CCN(CC1)CCCN1C(CCC1)=O (1-[4-(3-chlorophenyl)piperazin-1-yl]-3-[2-oxopyrrolidin-1-yl]propane). RXN SMILES: Cl[CH2:2][CH2:3][CH2:4][N:5]1[CH2:9][CH2:8][CH2:7][C:6]1=[O:10].[Cl:11][C:12]1[CH:13]=[C:14]([N:18]2[CH2:23][CH2:22][NH:21][CH2:20][CH2:19]2)[CH:15]=[CH:16][CH:17]=1.[Na+].[I-]>CN(C=O)C>[Cl:11][C:12]1[CH:13]=[C:14]([N:18]2[CH2:23][CH2:22][N:21]([CH2:2][CH2:3][CH2:4][N:5]3[CH2:9][CH2:8][CH2:7][C:6]3=[O:10])[CH2:20][CH2:19]2)[CH:15]=[CH:16][CH:17]=1 |f:2.3|. Conditions: temperature 70 celsius, time 14 hour. Reported procedure: A mixture of 1-chloro-3-[2-oxopyrrolidin-1-yl]propane (1 g, 6.2 mmol),, 1-(3-chlorophenyl)piperazine (1.22 g, 6.2 mmol) anhydrous Na2CO3 (0.33 g, 3.1 mmol) and NaI (0.093 g, 0.6 mmol) in dry DMF (5 ml) was stirred at 70° C. for 14 hrs. The reaction mixture was cooled, poured on water (20 ml) and the separated residue was extracted with CHCl3 (2×25 ml). The extracts were dried over Na2SO4 and concentrated under reduced pressure to give 1-[4-(3-chlorophenyl)piperazin-1-yl]-3-[2-oxopyrrolidin-1-yl]... Reactants: ClCCCN1C(CCC1)=O (1-chloro-3-[2-oxopyrrolidin-1-yl]propane), ClC=1C=C(C=CC1)N1CCNCC1 (1-(3-chlorophenyl)piperazine), [Na+].[I-] (NaI). Starting materials: C1(CC1)[Mg]Br (Cyclopropyl magnesium bromide), ClC1=NC=C(C=N1)C1=CC(=NC=C1)C(=O)NC1=CC(=CC=C1)C1=NN=CN1C1CC1 (4-(2-chloropyrimidin-5-yl)-N-(3-(4-cyclopropyl-4H-1,2,4-triazol-3-yl)phenyl)picolinamide), Fe(acac)3. Solvent: CN1CC=CC=C1 (N-methylpyridine), O1CCCC1 (tetrahydrofuran). Conditions: time 5 minute. Yields the product C1(CC1)N1C(=NN=C1)C=1C=C(C=CC1)NC(C1=NC=CC(=C1)C=1C=NC(=NC1)C1CC1)=O (N-(3-(4-cyclopropyl-4H-1,2,4-triazol-3-yl)phenyl)-4-(2-cyclopropylpyrimidin-5-yl)picolinamide). The yield is 45.0%. As a reaction SMILES: [CH:1]1([Mg]Br)[CH2:3][CH2:2]1.Cl[C:7]1[N:12]=[CH:11][C:10]([C:13]2[CH:18]=[CH:17][N:16]=[C:15]([C:19]([NH:21][C:22]3[CH:27]=[CH:26][CH:25]=[C:24]([C:28]4[N:32]([CH:33]5[CH2:35][CH2:34]5)[CH:31]=[N:30][N:29]=4)[CH:23]=3)=[O:20])[CH:14]=2)=[CH:9][N:8]=1>CN1C=CC=CC1.O1CCCC1>[CH:33]1([N:32]2[CH:31]=[N:30][N:29]=[C:28]2[C:24]2[CH:23]=[C:22]([NH:21][C:19](=[O:20])[C:15]3[CH:14]=[C:13]([C:10]4[CH:9]=[N:8][C:7]([CH:1]5[CH2:3][CH2:2]5)=[N:12][CH:11]=4)[CH:18]=[CH:17][N:16]=3)[CH:27]=[CH:26][CH:25]=2)[CH2:35][CH2:34]1. Procedure: Cyclopropyl magnesium bromide (0.5 M solution in tetrahydrofuran, 6.3 mL, 3 equiv) was added to a solution of 4-(2-chloropyrimidin-5-yl)-N-(3-(4-cyclopropyl-4H-1,2,4-triazol-3-yl)phenyl)picolinamide (440 mg, 1.06 mmol) and Fe(acac)3 (37 mg, 10 mol %) in N-methylpyridine (20 mL) and tetrahydrofuran (5 mL). After stirring for 5 minutes, the brown solution was quenched with 1 M hydrochloric acid (6 mL) and concentrated under reduced pressure at 70° C. The residue was purified by reverse-phase HPLC ... Reactants: C(CCC)C=1N(C(=CN1)/C=C(/C(=O)O)\CC1=CC=CC=C1)CC1=C(C=CC=C1)[N+](=O)[O-] ((E)-3-[2-n-Butyl-1-{(2-nitrophenyl)methyl}-1H-imidazol-5yl]-2-benzyl-2-propenoic acid), S(=O)(Cl)Cl (thionyl chloride), [OH-].[NH4+] (ammonium hydroxide). The product is C(CCC)C=1N(C(=CN1)/C=C(/C(=O)N)\CC1=CC=CC=C1)CC1=C(C=CC=C1)[N+](=O)[O-] ((E)-3-[2-n-Butyl-1-{(2-nitrophenyl)methyl}-1H-imidazol-5-yl]-2-benzyl-2-propenamide). As a reaction SMILES: [CH2:1]([C:5]1[N:6]([CH2:22][C:23]2[CH:28]=[CH:27][CH:26]=[CH:25][C:24]=2[N+:29]([O-:31])=[O:30])[C:7](/[CH:10]=[C:11](\[CH2:15][C:16]2[CH:21]=[CH:20][CH:19]=[CH:18][CH:17]=2)/[C:12](O)=[O:13])=[CH:8][N:9]=1)[CH2:2][CH2:3][CH3:4].S(Cl)(Cl)=O.[OH-].[NH4+:37]>>[CH2:1]([C:5]1[N:6]([CH2:22][C:23]2[CH:28]=[CH:27][CH:26]=[CH:25][C:24]=2[N+:29]([O-:31])=[O:30])[C:7](/[CH:10]=[C:11](\[CH2:15][C:16]2[CH:17]=[CH:18][CH:19]=[CH:20][CH:21]=2)/[C:12]([NH2:37])=[O:13])=[CH:8][N:9]=1)[CH2:2][CH2:3][CH3:4] |f:2.3|. Procedure: (E)-3-[2-n-Butyl-1-{(2-nitrophenyl)methyl}-1H-imidazol-5yl]-2-benzyl-2-propenoic acid, prepared in Example 58, is treated with thionyl chloride and then ammonium hydroxide, as described in Example 57, to give the title compound. The reactants are CC(C)O, Cl, CN(C(=O)N(C)C1CN(C(=O)C2CCN(C(=O)OC(C)(C)C)CC2)CC1c1ccc(F)cc1)c1cc(C(F)(F)F)cc(C(F)(F)F)c1. The product is Cl, CN(C(=O)N(C)C1CN(C(=O)C2CCNCC2)CC1c1ccc(F)cc1)c1cc(C(F)(F)F)cc(C(F)(F)F)c1. RXN SMILES: [CH3:48][CH:49]([OH:50])[CH3:51].[ClH:52].[F:1][C:2]([c:3]1[cH:4][c:5]([N:13]([C:14](=[O:15])[N:16]([CH:17]2[CH2:18][N:19]([C:29](=[O:30])[CH:31]3[CH2:32][CH2:33][N:34]([C:37]([O:38][C:39]([CH3:40])([CH3:41])[CH3:42])=[O:43])[CH2:35][CH2:36]3)[CH2:20][CH:21]2[c:22]2[cH:23][cH:24][c:25]([F:28])[cH:26][cH:27]2)[CH3:44])[CH3:45])[cH:6][c:7]([C:9]([F:10])([F:11])[F:12])[cH:8]1)([F:46])[F:47]>>[ClH:52].[F:1][C:2]([c:3]1[cH:4][c:5]([N:13]([C:14](=[O:15])[N:16]([CH:17]2[CH2:18][N:19]([C:29](=[O:30])[CH:31]3[CH2:32][CH2:33][NH:34][CH2:35][CH2:36]3)[CH2:20][CH:21]2[c:22]2[cH:23][cH:24][c:25]([F:28])[cH:26][cH:27]2)[CH3:44])[CH3:45])[cH:6][c:7]([C:9]([F:10])([F:11])[F:12])[cH:8]1)([F:46])[F:47]. Starting materials: O(C1=CC=CC=C1)C1=CC=C(C(C=O)=C1)O (5-phenoxysalicylaldehyde), C(\C=C\C)=O (crotonaldehyde), C([O-])([O-])=O.[K+].[K+] (potassium carbonate). The solvent is O1CCOCC1 (1,4-dioxane), O (water). Product: O(C1=CC=CC=C1)C=1C=CC2=C(C=C(C(O2)C)C=O)C1 (6-phenoxy-2-methyl-2H-1-benzopyran-3-carboxaldehyde). Reaction SMILES: [O:1]([C:8]1[CH:15]=[C:12]([CH:13]=O)[C:11]([OH:16])=[CH:10][CH:9]=1)[C:2]1[CH:7]=[CH:6][CH:5]=[CH:4][CH:3]=1.[CH:17](=[O:21])/[CH:18]=[CH:19]/[CH3:20].C(=O)([O-])[O-].[K+].[K+]>O1CCOCC1.O>[O:1]([C:8]1[CH:9]=[CH:10][C:11]2[O:16][CH:19]([CH3:20])[C:18]([CH:17]=[O:21])=[CH:13][C:12]=2[CH:15]=1)[C:2]1[CH:7]=[CH:6][CH:5]=[CH:4][CH:3]=1 |f:2.3.4|. Procedure details: The starting material is prepared as follows: A mixture of 5-phenoxysalicylaldehyde (6.52 g, 30.4 mmol), crotonaldehyde (3.2 g, 45.7 mmol) and potassium carbonate (8.41 g, 60.9 mmol) in 100 ml of 1,4-dioxane is heated at reflux for 2 hours. The mixture is cooled, diluted with water, and extracted three times with dichloromethane. The combined organic layers are dried (MgSO4) and evaporated. Purification by flash chromatography (silica gel, 7% ethyl acetate/hexane) yields 6-phenoxy-2-methyl-2H-1-...